Dataset: the Open Reaction Database (ORD), a public repository of structured organic reaction records. Task: describe an organic reaction: reactants, conditions, products, and yield The reactants are NS(=O)(=O)CBr, CC(C)(C)C1C(O)=C(C2=NS(=O)(=O)c3c(O)cccc32)C(=O)N1Cc1ccc(F)cc1, CCCC[N+](CCCC)(CCCC)CCCC, [I-], CN(C)C=O. Product: CC(C)(C)C1C(O)=C(C2=NS(=O)(=O)c3c(OCS(N)(=O)=O)cccc32)C(=O)N1Cc1ccc(F)cc1. Reaction SMILES: [Br:32][CH2:33][S:34](=[O:35])(=[O:36])[NH2:37].[C:1]([CH3:2])([CH3:3])([CH3:4])[CH:5]1[C:6]([OH:31])=[C:7]([C:19]2=[N:20][S:21](=[O:29])(=[O:30])[c:22]3[c:23]2[cH:24][cH:25][cH:26][c:27]3[OH:28])[C:8](=[O:18])[N:9]1[CH2:10][c:11]1[cH:12][cH:13][c:14]([F:17])[cH:15][cH:16]1.[CH2:39]([N+:40]([CH2:41][CH2:42][CH2:43][CH3:44])([CH2:45][CH2:46][CH2:47][CH3:48])[CH2:49][CH2:50][CH2:51][CH3:52])[CH2:53][CH2:54][CH3:55].[I-:38].[O:56]=[CH:57][N:58]([CH3:59])[CH3:60]>>[C:1]([CH3:2])([CH3:3])([CH3:4])[CH:5]1[C:6]([OH:31])=[C:7]([C:19]2=[N:20][S:21](=[O:29])(=[O:30])[c:22]3[c:23]2[cH:24][cH:25][cH:26][c:27]3[O:28][CH2:33][S:34](=[O:35])(=[O:36])[NH2:37])[C:8](=[O:18])[N:9]1[CH2:10][c:11]1[cH:12][cH:13][c:14]([F:17])[cH:15][cH:16]1. Starting materials: N#CC1CC(F)CN1C(=O)CNC12CCC(C(=O)O)(CC1)CC2, Nc1ccc(C=Cc2ccccc2)cc1. Product: N#CC1CC(F)CN1C(=O)CNC12CCC(C(=O)Nc3ccc(C=Cc4ccccc4)cc3)(CC1)CC2. Reaction SMILES: [C:1](=[O:2])([OH:3])[C:4]12[CH2:5][CH2:6][C:7]([NH:12][CH2:13][C:14](=[O:15])[N:16]3[CH:17]([C:22]#[N:23])[CH2:18][CH:19]([F:21])[CH2:20]3)([CH2:8][CH2:9]1)[CH2:10][CH2:11]2.[NH2:24][c:25]1[cH:26][cH:27][c:28]([CH:31]=[CH:32][c:33]2[cH:34][cH:35][cH:36][cH:37][cH:38]2)[cH:29][cH:30]1>>[C:1](=[O:2])([C:4]12[CH2:5][CH2:6][C:7]([NH:12][CH2:13][C:14](=[O:15])[N:16]3[CH:17]([C:22]#[N:23])[CH2:18][CH:19]([F:21])[CH2:20]3)([CH2:8][CH2:9]1)[CH2:10][CH2:11]2)[NH:24][c:25]1[cH:26][cH:27][c:28]([CH:31]=[CH:32][c:33]2[cH:34][cH:35][cH:36][cH:37][cH:38]2)[cH:29][cH:30]1. Starting materials: N=1C(=CN2C1C=CC=C2)CO (imidazo[1,2-a]pyridin-2-ylmethanol), ClN1C(CCC1=O)=O (1-chloropyrrolidine-2,5-dione). The solvent is CN(C)C=O (DMF). Reaction conditions: time 2 hour. Yields the product ClC1=C(N=C2N1C=CC=C2)CO ({3-chloroimidazo[1,2-a]pyridin-2-yl}methanol). Yield: 64.8%. Reaction SMILES: [N:1]1[C:2]([CH2:10][OH:11])=[CH:3][N:4]2[CH:9]=[CH:8][CH:7]=[CH:6][C:5]=12.[Cl:12]N1C(=O)CCC1=O>CN(C=O)C>[Cl:12][C:3]1[N:4]2[CH:9]=[CH:8][CH:7]=[CH:6][C:5]2=[N:1][C:2]=1[CH2:10][OH:11]. Reported procedure: To a solution of imidazo[1,2-a]pyridin-2-ylmethanol (1.0 g, 6.75 mmol) in anhydrous DMF was added 1-chloropyrrolidine-2,5-dione (0.898 g, 6.75 mmol) at room temperature. The reaction mixture was allowed to stir for 2 hours. The solvent was evaporated, and the residue was purified by CombiFlash using dichloromethane and methanol (0-10%) to provide {3-chloroimidazo[1,2-a]pyridin-2-yl}methanol as a grey solid (0.799 g, 65% yield); M+1 183.2. The reactants are Clc1ccc(C2OC(COCc3ccccc3)C(OCc3ccccc3)C(OCc3ccccc3)C2OCc2ccccc2)cc1Cc1ccc(Br)s1, CCCC[Sn](CCCC)(CCCC)c1ncccn1, CN1CCCC1=O, O. The product is Clc1ccc(C2OC(COCc3ccccc3)C(OCc3ccccc3)C(OCc3ccccc3)C2OCc2ccccc2)cc1Cc1ccc(-c2ncccn2)s1. RXN SMILES: [CH2:1]([c:2]1[cH:3][cH:4][cH:5][cH:6][cH:7]1)[O:8][CH:9]1[CH:10]([c:40]2[cH:41][c:42]([CH2:47][c:48]3[s:49][c:50]([Br:53])[cH:51][cH:52]3)[c:43]([Cl:46])[cH:44][cH:45]2)[O:11][CH:12]([CH2:31][O:32][CH2:33][c:34]2[cH:35][cH:36][cH:37][cH:38][cH:39]2)[CH:13]([O:23][CH2:24][c:25]2[cH:26][cH:27][cH:28][cH:29][cH:30]2)[CH:14]1[O:15][CH2:16][c:17]1[cH:18][cH:19][cH:20][cH:21][cH:22]1.[CH2:54]([Sn:55]([CH2:56][CH2:57][CH2:58][CH3:65])([c:59]1[n:60][cH:61][cH:62][cH:63][n:64]1)[CH2:66][CH2:67][CH2:68][CH3:69])[CH2:70][CH2:71][CH3:72].[CH3:74][N:75]1[CH2:76][CH2:77][CH2:78][C:79]1=[O:80].[OH2:73]>>[CH2:1]([c:2]1[cH:3][cH:4][cH:5][cH:6][cH:7]1)[O:8][CH:9]1[CH:10]([c:40]2[cH:41][c:42]([CH2:47][c:48]3[s:49][c:50](-[c:59]4[n:60][cH:61][cH:62][cH:63][n:64]4)[cH:51][cH:52]3)[c:43]([Cl:46])[cH:44][cH:45]2)[O:11][CH:12]([CH2:31][O:32][CH2:33][c:34]2[cH:35][cH:36][cH:37][cH:38][cH:39]2)[CH:13]([O:23][CH2:24][c:25]2[cH:26][cH:27][cH:28][cH:29][cH:30]2)[CH:14]1[O:15][CH2:16][c:17]1[cH:18][cH:19][cH:20][cH:21][cH:22]1. The reactants are COC(CC(C(=O)[O-])=C)=O (2-methylene-succinate 4-methyl ester), C(C)N=C=N (3-ethylcarbodiimide), C(C=C)NCC1=CC=CC=C1 (allylbenzylamine). The reagents and catalysts are CN(C1=CC=NC=C1)C (4-(dimethylamino)pyridine). Solvent: C(Cl)Cl (methylene chloride). Run at time 10 hour. Product: COC(CC(=C)C(N(CC1=CC=CC=C1)CC=C)=O)=O (3-(allyl-benzyl-carbamoyl)-but-3-enoic acid methyl ester). Isolated yield 48.8%. Reaction SMILES: [CH3:1][O:2][C:3](=[O:10])[CH2:4][C:5](=[CH2:9])[C:6]([O-])=[O:7].C(N=C=N)C.[CH2:16]([NH:19][CH2:20][C:21]1[CH:26]=[CH:25][CH:24]=[CH:23][CH:22]=1)[CH:17]=[CH2:18]>CN(C)C1C=CN=CC=1.C(Cl)Cl>[CH3:1][O:2][C:3](=[O:10])[CH2:4][C:5]([C:6](=[O:7])[N:19]([CH2:16][CH:17]=[CH2:18])[CH2:20][C:21]1[CH:22]=[CH:23][CH:24]=[CH:25][CH:26]=1)=[CH2:9]. Procedure details: 587 mg of 2-methylene-succinate 4-methyl ester (4.07 mM), 781 mg of 143-(dimethylamino)propyl]-3-ethylcarbodiimide (4.07 mM) and 75 mg of 4-(dimethylamino)pyridine (0.61 mM) were added to the reaction solution containing 300 mg of allylbenzylamine (2.04 mM) dissolved in methylene chloride solution (0.5M) with stirring for 10 hrs at room temperature. After the resulting mixture was washed with 5% HCl solution (10 ml), the mixture was diluted with ethyl acetate, washed with 10 ml of solution mixtu... The reactants are CC[N+](CC)(CC)S(=O)(=O)N=C([O-])OC (Burgess reagent), NC(=O)C1CN(C(C=2N1N=C(C2OCC2=CC=CC=C2)C(=O)OCC)=O)C (ethyl 7-aminocarbonyl-3-benzyloxy-5-methyl-4-oxo-4,5,6,7-tetrahydropyrazolo[1,5-a]pyrazine-2-carboxylate), CC[N+](CC)(CC)S(=O)(=O)N=C([O-])OC (Burgess reagent). The solvent is C1CCOC1 (THF). Run at time 2 hour. The product is C(C1=CC=CC=C1)OC=1C(=NN2C1C(N(CC2C#N)C)=O)C(=O)OCC (Ethyl 3-benzyloxy-7-cyano-5-methyl-4-oxo-4,5,6,7-tetrahydropyrazolo[1,5-a]pyrazine-2-carboxylate). Reaction SMILES: [NH2:1][C:2]([CH:4]1[N:9]2[N:10]=[C:11]([C:21]([O:23][CH2:24][CH3:25])=[O:22])[C:12]([O:13][CH2:14][C:15]3[CH:20]=[CH:19][CH:18]=[CH:17][CH:16]=3)=[C:8]2[C:7](=[O:26])[N:6]([CH3:27])[CH2:5]1)=O.CC[N+](S(N=C(OC)[O-])(=O)=O)(CC)CC>C1COCC1>[CH2:14]([O:13][C:12]1[C:11]([C:21]([O:23][CH2:24][CH3:25])=[O:22])=[N:10][N:9]2[CH:4]([C:2]#[N:1])[CH2:5][N:6]([CH3:27])[C:7](=[O:26])[C:8]=12)[C:15]1[CH:20]=[CH:19][CH:18]=[CH:17][CH:16]=1. Procedure: To a suspension of ethyl 7-aminocarbonyl-3-benzyloxy-5-methyl-4-oxo-4,5,6,7-tetrahydropyrazolo[1,5-a]pyrazine-2-carboxylate (273 mg, 0.733 mmol) in anhydrous THF under an atmosphere of nitrogen was added Burgess reagent ((methoxycarbonylsulfamoyl)triethylammonium hydroxide, inner salt, 349 mg, 1.47 mmol). The reaction was stirred at room temperature for 2 hours and then heated to 50° C. for 45 minutes. Additional Burgess reagent (4.89 g, 10.26 mmol) was added in portions and the reaction was hea... Starting materials: CC1(OC[C@@H]2N1C(CC2)=O)C ((R)-3,3-dimethyltetrahydropyrrolo[1,2-c]oxazol-5(3H)-one), C1=CC=C(C=C1)S(=O)(=O)N(F)S(=O)(=O)C2=CC=CC=C2 (N-fluorobenzenesulfonimide), C(C)(C)NC(C)C (diisopropylamine), heptanes, [Li]CCCC (nBuLi), CC1(OC[C@@H]2N1C(CC2)=O)C ((R)-3,3-dimethyltetrahydropyrrolo[1,2-c]oxazol-5(3H)-one), title intermediate. Run in C1CCOC1 (THF), C1CCOC1 (THF), C(C)(=O)OCC (ethyl acetate), C1CCOC1 (THF). Conditions: time 1 hour. The product is F[C@@H]1CC2N(C(OC2)(C)C)C1=O ((R)-6-fluoro-3,3-dimethyltetrahydropyrrolo[1,2-c]oxazol-5(3H)-one). Reaction SMILES: C(NC(C)C)(C)C.[Li]CCCC.[CH3:13][C:14]1([CH3:23])[N:18]2[C:19](=[O:22])[CH2:20][CH2:21][C@@H:17]2[CH2:16][O:15]1.C1C=CC(S(N(S(C2C=CC=CC=2)(=O)=O)[F:34])(=O)=O)=CC=1>C1COCC1.C(OCC)(=O)C>[F:34][C@H:20]1[C:19](=[O:22])[N:18]2[C:14]([CH3:23])([CH3:13])[O:15][CH2:16][CH:17]2[CH2:21]1. Procedure details: To a mixture consisting of diisopropylamine (6.5 mL, 46 mmol) and THF (75 mL) at −78° C. was added dropwise a solution of nBuLi (2.5 M in hexanes, 18 mL, 44 mmol), and the resulting solution stirred for one hour. A solution consisting of (R)-3,3-dimethyltetrahydropyrrolo[1,2-c]oxazol-5(3H)-one (intermediate 4, 3.6 g, 23 mmol) in THF (25 mL) was added dropwise, and the resulting solution stirred for one hour. A solution consisting of N-fluorobenzenesulfonimide (9.5 g, 30 mmol) in THF (50 mL) was ...